Task: describe an organic reaction: reactants, conditions, products, and yield. Dataset: the Open Reaction Database (ORD), a public repository of structured organic reaction records Starting materials: C(=O)=O (CO2), COC(C1=C(C=CC(=C1)F)[N+](=O)[O-])=O (5-fluoro-2-nitrobenzoic acid methyl ester), [H-].[Na+] (Sodium hydride), C(CCC)O (1-butanol). RXN SMILES: [H-].[Na+].[CH2:3]([OH:7])[CH2:4][CH2:5][CH3:6].C(=O)=O.[CH3:11][O:12][C:13](=[O:24])[C:14]1[CH:19]=[C:18](F)[CH:17]=[CH:16][C:15]=1[N+:21]([O-:23])=[O:22]>CN(C=O)C.C(OCC)(=O)C>[CH3:11][O:12][C:13](=[O:24])[C:14]1[CH:19]=[C:18]([O:7][CH2:3][CH2:4][CH2:5][CH3:6])[CH:17]=[CH:16][C:15]=1[N+:21]([O-:23])=[O:22] |f:0.1|. Yields the product COC(C1=C(C=CC(=C1)OCCCC)[N+](=O)[O-])=O (5-Butoxy-2-nitrobenzoic acid methyl ester). Reported procedure: Sodium hydride (302.4 mg) was added to a solution of 1-butanol (0.634 mL) in DMF (15 mL). The reaction mixture was stirred until there was no further evolution of CO2 and then 5-fluoro-2-nitrobenzoic acid methyl ester (1.15 g) was added and the mixture was stirred at room temperature overnight. The reaction was then mixed with ethyl acetate, washed with 10% sodium bicarbonate and 10% citric acid solution, dried over sodium sulfate and concentrated. The crude product was purified by preparative H... Run in CN(C)C=O (DMF), C(C)(=O)OCC (ethyl acetate).